Dataset: the Open Reaction Database (ORD), a public repository of structured organic reaction records. Task: describe an organic reaction: reactants, conditions, products, and yield The reactants are ClC1=C(C(=O)O)NC(NC1=O)=O (5-chloro orotic acid), ON1N=NC2=C1C=CC=C2 (1-hydroxybenzotriazole), O.C(C1=CC(=O)NC(=O)N1)(=O)N[C@@H](CC1=CNC=N1)C(=O)N1[C@H](C(=O)N)CCC1 (orotyl-L-histidyl-L-prolinamide hydrate), C1(CCCCC1)N=C=NC1CCCCC1 (N,N'-dicyclohexylcarbodiimide). The solvent is CN(C=O)C (dimethylformamide), CN(C=O)C (dimethylformamide), C(C)N(CC)CC (triethylamine). Run at temperature -5 celsius, time 90 minute. Product: ClC1=C(C(=O)N[C@@H](CC2=CNC=N2)C(=O)N2[C@H](C(=O)N)CCC2)NC(NC1=O)=O (5-chloro-orotyl-L-histidyl-L-prolinamide). Reaction SMILES: [Cl:1][C:2]1[C:10](=[O:11])[NH:9][C:8](=[O:12])[NH:7][C:3]=1[C:4]([OH:6])=O.ON1C2C=CC=CC=2N=N1.O.C([NH:34][C@H:35]([C:42]([N:44]1[CH2:51][CH2:50][CH2:49][C@H:45]1[C:46]([NH2:48])=[O:47])=[O:43])[CH2:36][C:37]1[N:41]=[CH:40][NH:39][CH:38]=1)(=O)C1NC(=O)NC(=O)C=1.C1(N=C=NC2CCCCC2)CCCCC1>CN(C)C=O.C(N(CC)CC)C>[Cl:1][C:2]1[C:10](=[O:11])[NH:9][C:8](=[O:12])[NH:7][C:3]=1[C:4]([NH:34][C@H:35]([C:42]([N:44]1[CH2:51][CH2:50][CH2:49][C@H:45]1[C:46]([NH2:48])=[O:47])=[O:43])[CH2:36][C:37]1[N:41]=[CH:40][NH:39][CH:38]=1)=[O:6] |f:2.3|. Reported procedure: 4.8 g of 5-chloro orotic acid, 3.6 g of 1-hydroxybenzotriazole and L-histidyl-L-prolinamide dihydrobromide (prepared from 9.7 g N-benzyloxycarbonyl-L-histidyl-L-prolinamide as described in Example 2) are mixed with 150 ml of dimethylformamide. After chilling to -5° C. while stirring 7.0 ml of triethylamine and then the solution of 5.2 g of N,N'-dicyclohexylcarbodiimide in 20 ml of dimethylformamide are added. Under continuous stirring the mixture is stored for 90 minutes at -5° to 0° C. and ther...